This data is from the Open Reaction Database (ORD), a public repository of structured organic reaction records. The task is: describe an organic reaction: reactants, conditions, products, and yield The reactants are C(C)(C)(C)OC(=O)N1C(CN(CC1)C1=CC=C(C=C1)C1=C(N=C(O1)C1=C2C=CNC2=C(C=C1)C(F)(F)F)C(=O)O)(C)C (4-{4-[4-carboxy-2-(7-trifluoromethyl-1H-indol-4-yl)-oxazol-5-yl]-phenyl}-2,2-dimethyl-piperazine-1-carboxylic acid tert-butyl ester), CCN=C=NCCCN(C)C.Cl (EDCI HCl), C=1C=CC2=C(C1)N=NN2O (HOBt). Solvent: CN(C)C=O (DMF), N (NH3), O1CCOCC1 (dioxane). Reaction conditions: time 2 hour. The product is C(C)(C)(C)OC(=O)N1C(CN(CC1)C1=CC=C(C=C1)C1=C(N=C(O1)C1=C2C=CNC2=C(C=C1)C(F)(F)F)C(N)=O)(C)C (4-{4-[4-Carbamoyl-2-(7-trifluoromethyl-1H-indol-4-yl)-oxazol-5-yl]-phenyl}-2,2-dimethyl-piperazine-1-carboxylic acid tert-butyl ester). As a reaction SMILES: [C:1]([O:5][C:6]([N:8]1[CH2:13][CH2:12][N:11]([C:14]2[CH:19]=[CH:18][C:17]([C:20]3[O:24][C:23]([C:25]4[CH:33]=[CH:32][C:31]([C:34]([F:37])([F:36])[F:35])=[C:30]5[C:26]=4[CH:27]=[CH:28][NH:29]5)=[N:22][C:21]=3[C:38](O)=[O:39])=[CH:16][CH:15]=2)[CH2:10][C:9]1([CH3:42])[CH3:41])=[O:7])([CH3:4])([CH3:3])[CH3:2].CC[N:45]=C=NCCCN(C)C.Cl.C1C=CC2N(O)N=NC=2C=1>CN(C=O)C.N.O1CCOCC1>[C:1]([O:5][C:6]([N:8]1[CH2:13][CH2:12][N:11]([C:14]2[CH:15]=[CH:16][C:17]([C:20]3[O:24][C:23]([C:25]4[CH:33]=[CH:32][C:31]([C:34]([F:36])([F:35])[F:37])=[C:30]5[C:26]=4[CH:27]=[CH:28][NH:29]5)=[N:22][C:21]=3[C:38](=[O:39])[NH2:45])=[CH:18][CH:19]=2)[CH2:10][C:9]1([CH3:41])[CH3:42])=[O:7])([CH3:3])([CH3:2])[CH3:4] |f:1.2|. Procedure details: A mixture of 4-{4-[4-carboxy-2-(7-trifluoromethyl-1H-indol-4-yl)-oxazol-5-yl]-phenyl}-2,2-dimethyl-piperazine-1-carboxylic acid tert-butyl ester, EDCI HCl (0.36 g, 0.002 mol) and HOBt (0.3 g, 0.002 mol) in 15 mL of DMF and 15 mL of NH3 in dioxane was stirred for 2 hrs. The solvents were removed in vacuo. The residue was partitioned between water and EtOAc, the organic phase dried over Na2SO4 and the solvent removed in vacuo to give the crude title compound product (0.18 g crude). Reactants: ClC=1C=C(C(=O)OC)C(=CN1)NC (Methyl 2-chloro-5-(methylamino)isonicotinate), C(C)(C)(C)OC(=O)C1=CN=C(C=C1C(=O)OC)Cl (methyl 5-(tert-butoxycarbonyl)-2-chloroisonicotinate), C(=O)(C(F)(F)F)O (TFA). Run in C(Cl)Cl (DCM). The product is ClC=1C=C2C(=C(C(N(C2=CN1)C)=O)C(=O)OC)O (Methyl 6-chloro-4-hydroxy-1-methyl-2-oxo-1,2-dihydro-1,7-naphthyridine-3-carboxylate). Reaction SMILES: [Cl:1][C:2]1[CH:3]=[C:4]([C:9]([NH:12][CH3:13])=[CH:10][N:11]=1)[C:5]([O:7]C)=O.[C:14]([O:18][C:19]([C:21]1[C:26](C(OC)=O)=CC(Cl)=NC=1)=[O:20])(C)(C)C.C(O)(C(F)(F)F)=[O:33]>C(Cl)Cl>[Cl:1][C:2]1[CH:3]=[C:4]2[C:9](=[CH:10][N:11]=1)[N:12]([CH3:13])[C:26](=[O:33])[C:21]([C:19]([O:18][CH3:14])=[O:20])=[C:5]2[OH:7]. Reported procedure: Methyl 2-chloro-5-(methylamino)isonicotinate. To a solution of methyl 5-(tert-butoxycarbonyl)-2-chloroisonicotinate (0.5 g, 1.7 mmol) in dry DCM (10 mL) was added TFA (4.4 mL) with stirring and cooling using an ice-bath. The mixture was stirred at room temperature for 2 hours and then evaporated under reduced pressure. The residue was dissolved in water, and the solution was adjusted to pH=8 by treatment with saturated NaHCO3. The mixture was extracted twice with EtOAc. The combined organic laye...